From a dataset of the Open Reaction Database (ORD), a public repository of structured organic reaction records. describe an organic reaction: reactants, conditions, products, and yield Starting materials: [H-].[Na+] (sodium hydride), C(C)(C)(C)OC(=O)N1N=C(C2=CC(=CC=C12)C1C(=C(NC(=C1C#N)C)C)C#N)C (5-(3,5-dicyano-2,6-dimethyl-1,4-dihydro-pyridin-4-yl)-3-methyl-indazole-1-carboxylic acid tert-butyl ester), CI (methyl iodide). Solvent: CN(C=O)C (N,N-dimethylformamide). Run at time 20 minute. The product is C(C)(C)(C)OC(=O)N1N=C(C2=CC(=CC=C12)C1C(=C(N(C(=C1C#N)C)C)C)C#N)C (5-(3,5-dicyano-1,2,6-trimethyl-1,4-dihydro-pyridin-4-yl)-3-methyl-indazole-1-carboxylic acid tert-butyl ester). Isolated yield 68.7%. As a reaction SMILES: [C:1]([O:5][C:6]([N:8]1[C:16]2[C:11](=[CH:12][C:13]([CH:17]3[C:22]([C:23]#[N:24])=[C:21]([CH3:25])[NH:20][C:19]([CH3:26])=[C:18]3[C:27]#[N:28])=[CH:14][CH:15]=2)[C:10]([CH3:29])=[N:9]1)=[O:7])([CH3:4])([CH3:3])[CH3:2].[H-].[Na+].[CH3:32]I>CN(C)C=O>[C:1]([O:5][C:6]([N:8]1[C:16]2[C:11](=[CH:12][C:13]([CH:17]3[C:22]([C:23]#[N:24])=[C:21]([CH3:25])[N:20]([CH3:32])[C:19]([CH3:26])=[C:18]3[C:27]#[N:28])=[CH:14][CH:15]=2)[C:10]([CH3:29])=[N:9]1)=[O:7])([CH3:4])([CH3:3])[CH3:2] |f:1.2|. Reported procedure: 12.36 g (3173 mmol) 5-(3,5-dicyano-2,6-dimethyl-1,4-dihydro-pyridin-4-yl)-3-methyl-indazole-1-carboxylic acid tert-butyl ester, from Synthetic Example 15, were dissolved in 158 mL N,N-dimethylformamide. 1.62 g (40.61 mmol) sodium hydride (as a dispersion in mineral oil) were added and the mixture stirred for 20 minutes. 2.37 mL (38.08 mmol) methyl iodide were added and the mixture stirred for 2.5 hours. The solvent was distilled off under vacuum and the residue was taken up in ethyl acetate, was...